From a dataset of the Open Reaction Database (ORD), a public repository of structured organic reaction records. describe an organic reaction: reactants, conditions, products, and yield Product: FC1=C(OC2=CC3=C(NC(=N3)C3=NC=CN=C3)C=C2OC=2C=CC(=NC2)C#N)C=CC=C1 (5-(2-fluoro-phenoxy)-2-pyrazin-2-yl-6-(2-cyano-pyridin-5-yloxy)-1H-benzimidazole). The reactants are BrC=1C=NC(=NC1)C#N (5-bromo-2-cyano-pyrimidine), C([O-])([O-])=O.[Cs+].[Cs+] (cesium carbonate), FC1=C(OC2=CC3=C(NC(=N3)C3=NC=CN=C3)C=C2O)C=CC=C1 (5-(2-fluorophenoxy)-6-hydroxy-2-pyrazin-2-yl-1H-benzimidazole). Run in CN1C(CCC1)=O (N-methylpyrrolidinone). Run at temperature 90 celsius, time 15 minute. Reported procedure: 7.0 mg of 5-bromo-2-cyano-pyrimidine and 15 mg of cesium carbonate were added to an N-methylpyrrolidinone (0.5 ml) solution of 7.0 mg of 5-(2-fluorophenoxy)-6-hydroxy-2-pyrazin-2-yl-1H-benzimidazole obtained in the step 1, and the reaction liquid was stirred at 90° C. for 15 minutes. The reaction mixture was purified through reversed-phase middle-pressure liquid chromatography [ODS-AS-360-CC (by YMC), mobile phase: water-acetonitrile-0.1% trifluoroacetic acid]. The resulting fraction was diluted... RXN SMILES: Br[C:2]1[CH:3]=[N:4][C:5]([C:8]#[N:9])=N[CH:7]=1.[C:10](=O)([O-])[O-].[Cs+].[Cs+].[F:16][C:17]1[CH:39]=[CH:38][CH:37]=[CH:36][C:18]=1[O:19][C:20]1[C:34]([OH:35])=[CH:33][C:23]2[NH:24][C:25]([C:27]3[CH:32]=[N:31][CH:30]=[CH:29][N:28]=3)=[N:26][C:22]=2[CH:21]=1>CN1CCCC1=O>[F:16][C:17]1[CH:39]=[CH:38][CH:37]=[CH:36][C:18]=1[O:19][C:20]1[C:34]([O:35][C:2]2[CH:7]=[CH:10][C:5]([C:8]#[N:9])=[N:4][CH:3]=2)=[CH:33][C:23]2[NH:24][C:25]([C:27]3[CH:32]=[N:31][CH:30]=[CH:29][N:28]=3)=[N:26][C:22]=2[CH:21]=1 |f:1.2.3|.